This data is from the Open Reaction Database (ORD), a public repository of structured organic reaction records. The task is: describe an organic reaction: reactants, conditions, products, and yield Starting materials: CCCCC1Cc2cc(OC)ccc2C1=O, C=CC(=O)CC, C1CCC2=NCCCN2CC1, C1CCOC1. The product is CCCCC1(CCC(=O)CC)Cc2cc(OC)ccc2C1=O. RXN SMILES: [CH2:1]([CH2:2][CH2:3][CH3:4])[CH:5]1[C:6](=[O:16])[c:7]2[cH:8][cH:9][c:10]([O:14][CH3:15])[cH:11][c:12]2[CH2:13]1.[CH:28](=[CH2:29])[C:30](=[O:31])[CH2:32][CH3:33].[N:17]12[CH2:18][CH2:19][CH2:20][N:21]=[C:22]1[CH2:23][CH2:24][CH2:25][CH2:26][CH2:27]2.[O:34]1[CH2:35][CH2:36][CH2:37][CH2:38]1>>[CH2:1]([CH2:2][CH2:3][CH3:4])[C:5]1([CH2:29][CH2:28][C:30](=[O:31])[CH2:32][CH3:33])[C:6](=[O:16])[c:7]2[cH:8][cH:9][c:10]([O:14][CH3:15])[cH:11][c:12]2[CH2:13]1. The reactants are C(CCC)[Li] (n-butyl lithium), BrC1=CC(=C(C(=C1)C)N1N=C(C(=C1CC)CN1CC2=CC=CC=C2C[C@@H]1COCC)CC)C ((R)-2-[1-(4-bromo-2,6-dimethylphenyl)-3,5-diethyl-1H-pyrazol-4-ylmethyl]-3-ethoxymethyl-1,2,3,4-tetrahydro-isoquinoline), CC(=O)C (acetone). Run in O1CCCC1 (tetrahydrofuran). Run at temperature -78 celsius, time 10 minute. The product is C(C)OC[C@@H]1N(CC2=CC=CC=C2C1)CC=1C(=NN(C1CC)C1=C(C=C(C=C1C)C(C)(C)O)C)CC ((R)-2-{4-[4-(3-Ethoxymethyl-3,4-dihydro-1H-isoquinolin-2-ylmethyl)-3,5-diethyl-pyrazol-1-yl]-3,5-dimethylphenyl}-propan-2-ol). The yield is 70.0%. As a reaction SMILES: C([Li])CCC.Br[C:7]1[CH:12]=[C:11]([CH3:13])[C:10]([N:14]2[C:18]([CH2:19][CH3:20])=[C:17]([CH2:21][N:22]3[C@@H:31]([CH2:32][O:33][CH2:34][CH3:35])[CH2:30][C:29]4[C:24](=[CH:25][CH:26]=[CH:27][CH:28]=4)[CH2:23]3)[C:16]([CH2:36][CH3:37])=[N:15]2)=[C:9]([CH3:38])[CH:8]=1.[CH3:39][C:40]([CH3:42])=[O:41]>O1CCCC1>[CH2:34]([O:33][CH2:32][C@H:31]1[CH2:30][C:29]2[C:24](=[CH:25][CH:26]=[CH:27][CH:28]=2)[CH2:23][N:22]1[CH2:21][C:17]1[C:16]([CH2:36][CH3:37])=[N:15][N:14]([C:10]2[C:11]([CH3:13])=[CH:12][C:7]([C:40]([OH:41])([CH3:42])[CH3:39])=[CH:8][C:9]=2[CH3:38])[C:18]=1[CH2:19][CH3:20])[CH3:35]. Reported procedure: To a solution of n-butyl lithium (2.5 M hexane solution; 0.16 ml, 0.39 mmol) chilled to -78° C., a solution of (R)-2-[1-(4-bromo-2,6-dimethylphenyl)-3,5-diethyl-1H-pyrazol-4-ylmethyl]-3-ethoxymethyl-1,2,3,4-tetrahydro-isoquinoline (180 mg, 0.35 mmol) in anhydrous tetrahydrofuran (1.0 ml) was added dropwise. After stirring at -78° C. for 10 minutes, anhydrous acetone (0.078 ml, 1.1 mmol) was added. The resulting mixture was warmed to ambient temperature, and stirred at that temperature for 1 hour... The reactants are C#N (hydrocyanic acid), [C-]#N.[K+] (potassium cyanide), CC(C(C)(C)C)=O (pinacolone). Solvent: C(CC(O)(C(=O)O)CC(=O)O)(=O)O (citric acid), C(C)(C)(C)OC (methyl t-butyl ether), C(C)(C)(C)OC (methyl t-butyl ether). Conditions: temperature 2.5 celsius. Yields the product O[C@](C#N)(C(C)(C)C)C ((S)-2-hydroxy-2,3,3-trimethylbutanenitrile). Yield: 74.7%. RXN SMILES: [CH3:1][C:2](=[O:7])[C:3]([CH3:6])([CH3:5])[CH3:4].[C-:8]#[N:9].[K+].C#N>C(OC)(C)(C)C.C(O)(=O)CC(CC(O)=O)(C(O)=O)O>[OH:7][C@@:2]([CH3:1])([C:3]([CH3:6])([CH3:5])[CH3:4])[C:8]#[N:9] |f:1.2|. Procedure: 10 mmol of pinacolone (1.25 g) were dissolved in 30 ml of methyl t-butyl ether, treated with 5 ml of enzyme solution (1000 IU/ml) and cooled to 0-5° C. with stirring. Parallel to this, 20 mmol of potassium cyanide were dissolved in 250 ml of 0.1 M aqueous citric acid with ice-cooling. The hydrocyanic acid solution prepared in this way was added to the reaction mixture and the reaction vessel was sealed pressure-tight. After a reaction time of 2.5 h, the mixture was diluted with 50 ml of methyl t... Starting materials: S1C(=CC=C1)CC#N (thiophene-2-acetonitrile), C(C=O)(=O)O (glyoxylic acid), CC(C)([O-])C.[K+] (potassium tert-butoxide). Solvent: CO (MeOH). Reaction conditions: time 6 hour. The product is [K+].C(#N)C(=CC(=O)[O-])C=1SC=CC1 (3-Cyano-3-thiophen-2-yl-acrylic acid potassium salt). Isolated yield 70.3%. As a reaction SMILES: [S:1]1[CH:5]=[CH:4][CH:3]=[C:2]1[CH2:6][C:7]#[N:8].[C:9]([OH:13])(=[O:12])[CH:10]=O.CC(C)([O-])C.[K+:19]>CO>[K+:19].[C:7]([C:6]([C:2]1[S:1][CH:5]=[CH:4][CH:3]=1)=[CH:10][C:9]([O-:13])=[O:12])#[N:8] |f:2.3,5.6|. Procedure details: To a stirring solution of thiophene-2-acetonitrile 20 (Aldrich, Milwaukee, Wis.) (80.6 g, 0.655 mol) in MeOH (1.3 L) was added glyoxylic acid (63.3 g, 0.688 mol). To the reaction solution was added portion-wise over 10 minutes potassium tert-butoxide (77.2 g, 0.688 mol). A nitrogen atmosphere was applied, and the solution was brought to reflux. After 6 h, the reaction was warmed to room temperature, filtered, and washed with copious amounts of MeOH. After drying under reduced pressure, 100 g of ... The reactants are solution, N (ammonia), C(C)OC(CC1=CCC=CC1)=[N+]1CC2C(CCC(C2C1)=O)(C1=CC=CC=C1)C1=CC=CC=C1 ((3aRS,7aRS)-2-[1-ethoxy-2-(cyclohexa-1,4-dien-1-yl)-ethylidene]-4-oxo-7,7-diphenyl-perhydroisoindolium). Run in C(C)O (ethanol), ClCCl (dichloromethane). Conditions: temperature -15 celsius, time 20 hour. Yields the product C1(=CCC=CC1)CC(=N)N1CC2C(CCC(C2C1)=O)(C1=CC=CC=C1)C1=CC=CC=C1 ((3aRS,7aRS)-2-[-2-(cyclohexa-1,4-dien-1-yl)-1-iminoethyl]-7,7-diphenyl-4-perhydroisoindolone). As a reaction SMILES: [NH3:1].C(O[C:5](=[N+:13]1[CH2:21][CH:20]2[CH:15]([C:16]([C:29]3[CH:34]=[CH:33][CH:32]=[CH:31][CH:30]=3)([C:23]3[CH:28]=[CH:27][CH:26]=[CH:25][CH:24]=3)[CH2:17][CH2:18][C:19]2=[O:22])[CH2:14]1)[CH2:6][C:7]1[CH2:12][CH:11]=[CH:10][CH2:9][CH:8]=1)C>C(O)C.ClCCl>[C:7]1([CH2:6][C:5]([N:13]2[CH2:21][CH:20]3[CH:15]([C:16]([C:29]4[CH:34]=[CH:33][CH:32]=[CH:31][CH:30]=4)([C:23]4[CH:24]=[CH:25][CH:26]=[CH:27][CH:28]=4)[CH2:17][CH2:18][C:19]3=[O:22])[CH2:14]2)=[NH:1])[CH2:12][CH:11]=[CH:10][CH2:9][CH:8]=1. Procedure details: A 5.4N solution (0.7 cc) of ammonia in ethanol is added to a stirred suspension of (3aRS,7aRS)-2-[1-ethoxy-2-(cyclohexa-1,4-dien-1-yl)-ethylidene]-4-oxo-7,7-diphenyl-perhydroisoindolium tetrafluoborate (2 g) in anhydrous dichloromethane (30 cc), which is cooled to -15° C. After the temperature has returned to ambient temperature, the reaction mixture is stirred for 20 hours and then washed with a 20% aqueous potassium carbonate solution (2×35 cc). The organic phase is dried over magnesium sulpha... Starting materials: BrC1=CC=CC(=N1)C(=O)OCC (Ethyl 6-bromo-2-pyridinecarboxylate), OC1=CC=C(C=C1)B(O)O (4-hydroxy-phenyl boronic acid), C([O-])([O-])=O.[K+].[K+] (potassium carbonate). The reagents and catalysts are C=1C=CC(=CC1)[P](C=2C=CC=CC2)(C=3C=CC=CC3)[Pd]([P](C=4C=CC=CC4)(C=5C=CC=CC5)C=6C=CC=CC6)([P](C=7C=CC=CC7)(C=8C=CC=CC8)C=9C=CC=CC9)[P](C=1C=CC=CC1)(C=1C=CC=CC1)C=1C=CC=CC1 (Pd(PPh3)4). Run in O1CCOCC1 (dioxane), O (water), C(C)(=O)OCC (ethyl acetate). Run at temperature 150 celsius. Yields the product OC1=CC=C(C=C1)C1=CC=CC(=N1)C(=O)OCC (Ethyl 6-(4-hydroxyphenyl)-2-pyridinecarboxylate). The yield is 69.9%. As a reaction SMILES: Br[C:2]1[N:7]=[C:6]([C:8]([O:10][CH2:11][CH3:12])=[O:9])[CH:5]=[CH:4][CH:3]=1.[OH:13][C:14]1[CH:19]=[CH:18][C:17](B(O)O)=[CH:16][CH:15]=1.C(=O)([O-])[O-].[K+].[K+]>O1CCOCC1.O.C(OCC)(=O)C.C1C=CC([P]([Pd]([P](C2C=CC=CC=2)(C2C=CC=CC=2)C2C=CC=CC=2)([P](C2C=CC=CC=2)(C2C=CC=CC=2)C2C=CC=CC=2)[P](C2C=CC=CC=2)(C2C=CC=CC=2)C2C=CC=CC=2)(C2C=CC=CC=2)C2C=CC=CC=2)=CC=1>[OH:13][C:14]1[CH:19]=[CH:18][C:17]([C:2]2[N:7]=[C:6]([C:8]([O:10][CH2:11][CH3:12])=[O:9])[CH:5]=[CH:4][CH:3]=2)=[CH:16][CH:15]=1 |f:2.3.4,^1:45,47,66,85|. Procedure details: To a solution of ethyl 6-bromo-2-pyridinecarboxylate (D1, 460 mg, 2.0 mmol) in dioxane (4 ml) were added 4-hydroxy-phenyl boronic acid (414 mg, 3.0 mmol), Pd(PPh3)4 (450 mg, 0.4 mmol) and potassium carbonate (420 mg, 4.0 mmol) dissolved in water (2 ml). The reaction mixture was heated in a microwave synthesizer for 15 min at 150° C. The reaction mixture was diluted with ethyl acetate (150 ml) and washed with saturated aqueous ammonium chloride (40 ml). The resulting crude material was purified b...